This data is from the Open Reaction Database (ORD), a public repository of structured organic reaction records. The task is: describe an organic reaction: reactants, conditions, products, and yield The reactants are CNOC, Cl, [Na+], C1CCOC1, [OH-], O, O=C(O)Cc1ccccc1. Yields the product CON(C)C(=O)Cc1ccccc1. As a reaction SMILES: [CH3:12][NH:13][O:14][CH3:15].[ClH:11].[Na+:17].[O:18]1[CH2:19][CH2:20][CH2:21][CH2:22]1.[OH-:16].[OH2:23].[OH:1][C:2](=[O:3])[CH2:4][c:5]1[cH:6][cH:7][cH:8][cH:9][cH:10]1>>[O:1]=[C:2]([CH2:4][c:5]1[cH:6][cH:7][cH:8][cH:9][cH:10]1)[N:13]([CH3:12])[O:14][CH3:15]. Isolated yield 62.5%. Procedure: A mixture of 5-benzhydrylthio-2-(2-propynyl)-2H-tetrazole (1.05 g), anisole (1.79 g) and trifluoroacetic acid (9.7 ml) was stirred at 22° C. for 1.5 hours, at 35° C. for an hour, at 50° C. for 1.7 hours and then at room temperature for a further 14 hours. The reaction mixture was filtered and the filtrate was evaporated under reduced pressure. To the residue was added a saturated aqueous solution of sodium bicarbonate (10 ml) and the mixture was adjusted to pH 8.5 with 2N aqueous solution of sod... The product is C(C#C)N1N=C(N=N1)S (2-(2-propynyl)-2H-tetrazole-5-thiol). Starting materials: C(C1=CC=CC=C1)(C1=CC=CC=C1)SC=1N=NN(N1)CC#C (5-benzhydrylthio-2-(2-propynyl)-2H-tetrazole), C1(=CC=CC=C1)OC (anisole), FC(C(=O)O)(F)F (trifluoroacetic acid). Reaction SMILES: C([S:14][C:15]1[N:16]=[N:17][N:18]([CH2:20][C:21]#[CH:22])[N:19]=1)(C1C=CC=CC=1)C1C=CC=CC=1.C1(OC)C=CC=CC=1.FC(F)(F)C(O)=O>>[CH2:20]([N:18]1[N:17]=[N:16][C:15]([SH:14])=[N:19]1)[C:21]#[CH:22]. Reaction conditions: temperature 50 celsius, time 1.7 hour. Reactants: BrC=1C=NC=C(C(=O)N(C)OC)C1 (5-bromo-N-methoxy-N-methyl-nicotinamide), C[Mg+].[Br-] (MeMgBr). Run in C1CCOC1 (THF). Conditions: time 2 hour. The product is BrC=1C=C(C=NC1)C(C)=O (1-(5-Bromo-pyridin-3-yl)-ethanone). Isolated yield 88.2%. RXN SMILES: [Br:1][C:2]1[CH:3]=[N:4][CH:5]=[C:6]([CH:13]=1)[C:7](N(OC)C)=[O:8].[CH3:14][Mg+].[Br-]>C1COCC1>[Br:1][C:2]1[CH:13]=[C:6]([C:7](=[O:8])[CH3:14])[CH:5]=[N:4][CH:3]=1 |f:1.2|. Procedure: To a solution of 5-bromo-N-methoxy-N-methyl-nicotinamide (2.08 g, 8.5 mmol) in THF (20 mL) was added MeMgBr (1.52 g, 12.75 mmol) at −78° C. After the addition, the reaction mixture was stirred at room temperature for 2 hours before quenching with water. After extraction with EtOAC, the organic layer was washed with brine, dried over anhydrous Na2SO4, filtered and concentrated in vacuo. The residue was then purified by flash column chromatography to afford the title compound (1.5 g, 88%). Yields the product C(C)OC(=O)C=1N=C(C=2N(C3=CC=CC=C3C2C1O)C)Br (1-Bromo-4-hydroxy-9-methyl-9H-beta-carboline-3-carboxylic acid ethyl ester). Run in C(Cl)(Cl)(Cl)Cl (carbon tetrachloride). RXN SMILES: [CH2:1]([O:3][C:4]([C:6]1[N:7]=[CH:8][C:9]2[N:10]([CH3:20])[C:11]3[C:16]([C:17]=2[C:18]=1[OH:19])=[CH:15][CH:14]=[CH:13][CH:12]=3)=[O:5])[CH3:2].C1C(=O)N([Br:28])C(=O)C1>C(Cl)(Cl)(Cl)Cl.C(OOC(C1C=CC=CC=1)=O)(C1C=CC=CC=1)=O>[CH2:1]([O:3][C:4]([C:6]1[N:7]=[C:8]([Br:28])[C:9]2[N:10]([CH3:20])[C:11]3[C:16]([C:17]=2[C:18]=1[OH:19])=[CH:15][CH:14]=[CH:13][CH:12]=3)=[O:5])[CH3:2]. Procedure details: A mixture of 4-hydroxy-9-methyl-9H-beta-carboline-3-carboxylic acid ethyl ester (511 mg), NBS (354 mg), and BzOOBz (12.7 mg) in carbon tetrachloride (20 mL) was refluxed for 25 min; then cooled, solvents were removed, the residue was purified with column to give the title compound (773 mg). ESI MS (m/z): 349 (M+H)+. The reagents and catalysts are C(=O)(C1=CC=CC=C1)OOC(=O)C1=CC=CC=C1 (BzOOBz). Isolated yield 117.1%. Reactants: C(C)OC(=O)C=1N=CC=2N(C3=CC=CC=C3C2C1O)C (4-hydroxy-9-methyl-9H-beta-carboline-3-carboxylic acid ethyl ester), C1CC(=O)N(C1=O)Br (NBS). Reactants: BrC=1C(=NSC1)CBr (4-bromo-3-(bromomethyl)isothiazole), NCCS (cysteamine), Cl.NCCS (cysteamine hydrochloride). Yields the product Br.BrC=1C(=NSC1)CSCCN (4-bromo-3-[(2-aminoethyl)thiomethyl]isothiazole hydrobromide). RXN SMILES: [Br:1][C:2]1[C:3]([CH2:7]Br)=[N:4][S:5][CH:6]=1.[NH2:9][CH2:10][CH2:11][SH:12].Cl.NCCS>>[BrH:1].[Br:1][C:2]1[C:3]([CH2:7][S:12][CH2:11][CH2:10][NH2:9])=[N:4][S:5][CH:6]=1 |f:2.3,4.5|. Reported procedure: The reaction of 4-bromo-3-(bromomethyl)isothiazole (8.5 g.) with cysteamine (from cysteamine hydrochloride (3.76 g) was performed under conditions similar to those described in Example 57, From the reaction there was obtained 4-bromo-3-[(2-aminoethyl)thiomethyl]isothiazole hydrobromide, which, following recrystallisation from ethanol-ether and acetonitrile, gave needles (4.05 g.) m.p. 111°-112°. The amine base (2.73 g.) was isolated by basification with sodium bydroxide and extraction with chlor... The reactants are CN1C(N=CC(=C1)C1=NC=CC=C1)=O (1-methyl-5-(2-pyridinyl)-2(1H)pyrimidone), P(Cl)(Cl)(Cl)(Cl)Cl (phosphorus pentachloride), P(=O)(Cl)(Cl)Cl (phosphorus oxychloride), C(=O)([O-])[O-].[Na+].[Na+] (Na2CO3). Run in CO (MeOH), O (water). Reaction conditions: temperature 120 celsius. The product is ClC1=NC=C(C=N1)C1=NC=CC=C1 (2-Chloro-5-(2-pyridinyl)pyrimidine). Reaction SMILES: C[N:2]1[CH:7]=[C:6]([C:8]2[CH:13]=[CH:12][CH:11]=[CH:10][N:9]=2)[CH:5]=[N:4][C:3]1=O.P(Cl)(Cl)(Cl)(Cl)[Cl:16].P(Cl)(Cl)(Cl)=O.C([O-])([O-])=O.[Na+].[Na+]>CO.O>[Cl:16][C:3]1[N:4]=[CH:5][C:6]([C:8]2[CH:13]=[CH:12][CH:11]=[CH:10][N:9]=2)=[CH:7][N:2]=1 |f:3.4.5|. Procedure details: A mixture of 1-methyl-5-(2-pyridinyl)-2(1H)pyrimidone (8.994 g, 0.048 mole), phosphorus pentachloride (2.156 g, 0.0104 mole), and phosphorus oxychloride (24 mL) was refluxed at 120° C. for 8 h. POCl3 was distilled out under reduced pressure. The residue was cooled to room temperature and ice-water was added. The mixture was extracted with EtOAc, the organic layer was washed with 15% NaCl solution, brine and dried over MgSO4. Solvent was distilled out under reduced pressure to yield a solid. The ... The reactants are BrC=1C=C2C(=NC1)NC=C2[C@H](C)C2=C(C(=CC=C2Cl)F)Cl (5-bromo-3-[(S)-1-(2,6-dichloro-3-fluorophenyl)ethyl]-1H-pyrrolo[2,3-b]pyridine), COC(C(C)(N1N=CC(=C1)B1OC(C(O1)(C)C)(C)C)C)=O (2-methyl-2-[4-(4,4,5,5-tetramethyl[1,3,2]dioxaborolan-2-yl)pyrazol-1-yl]propionic acid methyl ester). Yields the product COC(C(C)(C)N1N=CC(=C1)C=1C=C2C(=NC1)NC=C2[C@H](C)C2=C(C(=CC=C2Cl)F)Cl)=O (2-(4-{3-[(S)-1-(2,6-Dichloro-3-fluorophenyl)ethyl]-1H-pyrrolo[2,3-b]pyridin-5-yl}-pyrazol-1-yl)-2-methylpropionic acid methyl ester). As a reaction SMILES: Br[C:2]1[CH:3]=[C:4]2[C:10]([C@@H:11]([C:13]3[C:18]([Cl:19])=[CH:17][CH:16]=[C:15]([F:20])[C:14]=3[Cl:21])[CH3:12])=[CH:9][NH:8][C:5]2=[N:6][CH:7]=1.[CH3:22][O:23][C:24](=[O:42])[C:25]([CH3:41])([N:27]1[CH:31]=[C:30](B2OC(C)(C)C(C)(C)O2)[CH:29]=[N:28]1)[CH3:26]>>[CH3:22][O:23][C:24](=[O:42])[C:25]([N:27]1[CH:31]=[C:30]([C:2]2[CH:3]=[C:4]3[C:10]([C@@H:11]([C:13]4[C:18]([Cl:19])=[CH:17][CH:16]=[C:15]([F:20])[C:14]=4[Cl:21])[CH3:12])=[CH:9][NH:8][C:5]3=[N:6][CH:7]=2)[CH:29]=[N:28]1)([CH3:41])[CH3:26]. Procedure: The 2-(4-{3-[(S)-1-(2,6-Dichloro-3-fluorophenyl)ethyl]-1H-pyrrolo[2,3-b]pyridin-5-yl}-pyrazol-1-yl)-2-methylpropionic acid methyl ester was prepared from 5-bromo-3-[(S)-1-(2,6-dichloro-3-fluorophenyl)ethyl]-1H-pyrrolo[2,3-b]pyridine and 2-methyl-2-[4-(4,4,5,5-tetramethyl[1,3,2]dioxaborolan-2-yl)pyrazol-1-yl]propionic acid methyl ester as described in Example 60. The reactants are oxime, BrC=1C=C(C=2N(C1)N=CC2C=NO)OC (6-bromo-4-methoxypyrazolo[1,5-a]pyridine-3-carbaldehyde oxime), C(C)(=O)OC(C)=O (acetic anhydride). Reaction conditions: temperature 50 celsius. Yields the product BrC=1C=C(C=2N(C1)N=CC2C#N)OC (6-bromo-4-methoxypyrazolo[1,5-a]pyridine-3-carbonitrile). RXN SMILES: [Br:1][C:2]1[CH:3]=[C:4]([O:14][CH3:15])[C:5]2[N:6]([N:8]=[CH:9][C:10]=2[CH:11]=[N:12]O)[CH:7]=1.C(OC(=O)C)(=O)C>>[Br:1][C:2]1[CH:3]=[C:4]([O:14][CH3:15])[C:5]2[N:6]([N:8]=[CH:9][C:10]=2[C:11]#[N:12])[CH:7]=1. Procedure details: The oxime isomer mixture of 6-bromo-4-methoxypyrazolo[1,5-a]pyridine-3-carbaldehyde oxime (85.0 mg, 0.315 mmol) was suspended in acetic anhydride (3.0 ml, 31.8 mmol) and heated to 50° C. for 3 h to give a pale blue solution. The solution was then heated to 75° C. for 2 h to give a dark blue solution. The solution was then heated to 100° C. overnight to give a dark purple mixture. The reaction mixture was concentrated and the residue was diluted in ethyl acetate, washed with saturated aqueous sod... The reactants are NC=1C=C(OC2=CC(=NC=C2)C(=O)NC)C=CC1NC ({4-[3-amino-4-(methylamino)phenoxy](2-pyridyl)}-N-methylcarboxamide), N(=C=S)C1=CC=C(C(=O)O)C=C1 (4-isothiocyanatobenzoic acid), IC (iodomethane). The solvent is CO (methanol). Reaction conditions: temperature 60 celsius, time 3 hour. The product is C(C1=CC=CC=C1)(=O)O (benzoic acid). Reaction SMILES: NC1C=C(C=CC=1NC)OC1C=CN=C(C(NC)=O)C=1.N([C:24]1[CH:32]=[CH:31][C:27]([C:28]([OH:30])=[O:29])=[CH:26][CH:25]=1)=C=S.IC>CO>[C:28]([OH:30])(=[O:29])[C:27]1[CH:31]=[CH:32][CH:24]=[CH:25][CH:26]=1. Procedure: To {4-[3-amino-4-(methylamino)phenoxy](2-pyridyl)}-N-methylcarboxamide (1 eq) in methanol was added 4-isothiocyanatobenzoic acid (1 eq) and stirred at 60° C. for 3 h. To it was then added iodomethane (1 eq) and heated to 60° C. for 3 h. and concentrated the solvent and purified on silica gel to yield 4-({1-methyl-5-[2-(N-methylcarbamoyl)(4-pyridyloxy))]benzimidazol-2-yl}amino)benzoic acid. MS: MH+=417. Reactants: C(\C=C\C1=CC(OC)=C(O)C=C1)(=O)O (ferulic acid), C(\C=C\C1=CC(OC)=C(O)C=C1)(=O)O (ferulic acid), N[C@@H](CC(O)=O)C(=O)O (Asp), C(C1=CC(OC)=C(O)C=C1)(=O)O (vanillic acid). Reaction conditions: time 15 day. The product is O=CC1=CC(OC)=C(O)C=C1 (vanillin), COC1=C(C=CC(=C1)CO)O (vanillin alcohol). As a reaction SMILES: C(O)(=O)/C=C/C1C=CC(O)=C(OC)C=1.N[C@H](C(O)=O)CC(=O)O.[C:24](O)(=[O:34])[C:25]1[CH:33]=[CH:32][C:30]([OH:31])=[C:27]([O:28][CH3:29])[CH:26]=1>>[O:34]=[CH:24][C:25]1[CH:33]=[CH:32][C:30]([OH:31])=[C:27]([O:28][CH3:29])[CH:26]=1.[CH3:29][O:28][C:27]1[CH:26]=[C:25]([CH2:24][OH:34])[CH:33]=[CH:32][C:30]=1[OH:31]. Procedure details: Ferulic acid, chemically similar to vanillin, is an important substrate for the whole transformation process from glucose to vanillin in plant, and therefore is considered as a promising precursor for vanillin. Gross et al. (U.S. Pat. No. 5,262,315) provides a process for producing vanillin by bioconversion of benzenoid precursors (the group consisting of vanillic acid and ferulic acid) by a basidiomycete fungus of the genus Pycnoporus, discloses that 0.3 g/L of ferulic acid is converted into 0....